From a dataset of the Open Reaction Database (ORD), a public repository of structured organic reaction records. describe an organic reaction: reactants, conditions, products, and yield The reactants are [OH-].[K+] (potassium hydroxide), COC(=O)C1C(NC2=C(CC1C1=C(C=CC=C1)OC)C(=CC=C2)C(F)(F)F)=O (1,3,4,5-tetrahydro-3-(methoxycarbonyl)-4-(methoxyphenyl)-6-(trifluoromethyl)-2H-1-benzazepin-2-one). Run in CO (methanol), O1CCOCC1 (dioxane). Run at time 8 hour. The product is C(=O)(O)C1C(NC2=C(CC1C1=C(C=CC=C1)OC)C(=CC=C2)C(F)(F)F)=O (3-Carboxy-1,3,4,5-tetrahydro-4-(methoxyphenyl)-6-(trifluoromethyl)-2H-1-benzazepin-2-one). Reaction SMILES: [OH-].[K+].C[O:4][C:5]([CH:7]1[CH:13]([C:14]2[CH:19]=[CH:18][CH:17]=[CH:16][C:15]=2[O:20][CH3:21])[CH2:12][C:11]2[C:22]([C:26]([F:29])([F:28])[F:27])=[CH:23][CH:24]=[CH:25][C:10]=2[NH:9][C:8]1=[O:30])=[O:6]>CO.O1CCOCC1>[C:5]([CH:7]1[CH:13]([C:14]2[CH:19]=[CH:18][CH:17]=[CH:16][C:15]=2[O:20][CH3:21])[CH2:12][C:11]2[C:22]([C:26]([F:28])([F:29])[F:27])=[CH:23][CH:24]=[CH:25][C:10]=2[NH:9][C:8]1=[O:30])([OH:6])=[O:4] |f:0.1|. Procedure: To a stirred warm solution of 58.0 g (0.88 mol) of potassium hydroxide (85%) in 500 ml of methanol was added portionwise 81.7 g (0.21 mol) of 1,3,4,5-tetrahydro-3-(methoxycarbonyl)-4-(methoxyphenyl)-6-(trifluoromethyl)-2H-1-benzazepin-2-one - most of the solid dissolved. The mixture was diluted with 100 ml of dioxane and the resulting solution was refluxed for 6 hours. After standing overnight at room temperature, about 50% of the solvent was removed on a rotary evaporator and the residue was di... Reactants: C(C)(C)(C)P(C(C)(C)C)C(C)(C)C (Tri-t-butyl phosphine), CCCCCC (hexane), C1=CC=CC=2C3=CC=CC=C3N(C12)C1=CC=C(C=C1)C1=CC=C(C=C1)N1C2=CC=CC=C2C=2C=C(C=CC12)Br (9-(4′-(9H-carbazol-9-yl)biphenyl-4-yl)-3-bromo-9H-carbazole), 4-vinyl boronic acid, Pd(dba)3, CsCO3. The solvent is C1(=CC=CC=C1)C (toluene), C1(=CC=CC=C1)C (toluene). Run at temperature 85 celsius. Product: C1=CC=CC=2C3=CC=CC=C3N(C12)C1=CC=C(C=C1)C1=CC=C(C=C1)N1C2=CC=CC=C2C=2C=C(C=CC12)C1=CC=C(C=C1)C=C (9-(4′-(9H-carbazol-9-yl)biphenyl-4-yl)-3-(4-vinylphenyl)-9H-carbazole). RXN SMILES: [CH:1]1[C:13]2[N:12]([C:14]3[CH:19]=[CH:18][C:17]([C:20]4[CH:25]=[CH:24][C:23]([N:26]5[C:38]6[CH:37]=[CH:36][C:35](Br)=[CH:34][C:33]=6[C:32]6[C:27]5=[CH:28][CH:29]=[CH:30][CH:31]=6)=[CH:22][CH:21]=4)=[CH:16][CH:15]=3)[C:11]3[C:6](=[CH:7][CH:8]=[CH:9][CH:10]=3)[C:5]=2[CH:4]=[CH:3][CH:2]=1.[C:40](P(C(C)(C)C)C(C)(C)C)(C)(C)[CH3:41].[CH3:53][CH2:54][CH2:55][CH2:56][CH2:57][CH3:58]>C1(C)C=CC=CC=1>[CH:1]1[C:13]2[N:12]([C:14]3[CH:19]=[CH:18][C:17]([C:20]4[CH:25]=[CH:24][C:23]([N:26]5[C:38]6[CH:37]=[CH:36][C:35]([C:55]7[CH:54]=[CH:53][C:58]([CH:40]=[CH2:41])=[CH:57][CH:56]=7)=[CH:34][C:33]=6[C:32]6[C:27]5=[CH:28][CH:29]=[CH:30][CH:31]=6)=[CH:22][CH:21]=4)=[CH:16][CH:15]=3)[C:11]3[C:6](=[CH:7][CH:8]=[CH:9][CH:10]=3)[C:5]=2[CH:4]=[CH:3][CH:2]=1. Procedure details: 9-(4′-(9H-carbazol-9-yl)biphenyl-4-yl)-3-bromo-9H-carbazole (0.5 g, 0.88 mmol) and 4-vinyl boronic acid (0.14 g, 0.98 mmol) and Pd(dba)3 (0.097 g, 0.01 mmol), CsCO3 (0.289 g, 0.88 mmol) were dissolved in toluene (25 mL). Tri-t-butyl phosphine 10 wt % in hexane (0.053 g, 0.026 mmol) was added and the reaction mixture was stirred vigorously while refluxed at 85° C. for 24 h. The reaction mixture was cooled down to room temperature, diluted with toluene and filtered through a celite filter bed. The... Procedure: A mixture of tert-butyl 3-((4S)-3-(3-(3-fluoro-4-(1-((2-(trimethylsilyl)ethoxy)methyl)-1H-1,2,4-triazol-5-yl)phenyl)pyrazolo[1,5-a]pyrimidin-5-yl)-4-isopropyl-2-oxoimidazolidin-1-yl)azetidine-1-carboxylate (22 mg, 0.032 mmol) and 1:2 EtOH/6N aqueous HCl (1 mL) was heated at reflux for 2 hours. After cooling, the reaction mixture was basified by slow addition of saturated aqueous NaHCO3 solution. The mixture was extracted with 10% MeOH in DCM. The combined extracts were washed with brine, dried a... Reaction SMILES: [F:1][C:2]1[CH:3]=[C:4]([C:21]2[CH:22]=[N:23][N:24]3[CH:29]=[CH:28][C:27]([N:30]4[C@@H:34]([CH:35]([CH3:37])[CH3:36])[CH2:33][N:32]([CH:38]5[CH2:41][N:40](C(OC(C)(C)C)=O)[CH2:39]5)[C:31]4=[O:49])=[N:26][C:25]=23)[CH:5]=[CH:6][C:7]=1[C:8]1[N:12](COCC[Si](C)(C)C)[N:11]=[CH:10][N:9]=1.C([O-])(O)=O.[Na+]>CCO>[NH:40]1[CH2:41][CH:38]([N:32]2[CH2:33][C@H:34]([CH:35]([CH3:37])[CH3:36])[N:30]([C:27]3[CH:28]=[CH:29][N:24]4[N:23]=[CH:22][C:21]([C:4]5[CH:5]=[CH:6][C:7]([C:8]6[N:9]=[CH:10][NH:11][N:12]=6)=[C:2]([F:1])[CH:3]=5)=[C:25]4[N:26]=3)[C:31]2=[O:49])[CH2:39]1 |f:1.2|. The product is N1CC(C1)N1C(N([C@H](C1)C(C)C)C1=NC=2N(C=C1)N=CC2C2=CC(=C(C=C2)C2=NNC=N2)F)=O ((S)-1-(azetidin-3-yl)-3-(3-(3-fluoro-4-(1H-1,2,4-triazol-3-yl)phenyl)pyrazolo[1,5-a]pyrimidin-5-yl)-4-isopropylimidazolidin-2-one). Run in CCO (EtOH). The reactants are FC=1C=C(C=CC1C1=NC=NN1COCC[Si](C)(C)C)C=1C=NN2C1N=C(C=C2)N2C(N(C[C@@H]2C(C)C)C2CN(C2)C(=O)OC(C)(C)C)=O (tert-butyl 3-((4S)-3-(3-(3-fluoro-4-(1-((2-(trimethylsilyl)ethoxy)methyl)-1H-1,2,4-triazol-5-yl)phenyl)pyrazolo[1,5-a]pyrimidin-5-yl)-4-isopropyl-2-oxoimidazolidin-1-yl)azetidine-1-carboxylate), C(=O)(O)[O-].[Na+] (NaHCO3). Yield: 81.3%. Reactants: CCOc1ccc2c(c1)C(O)C(NC(=O)c1ccccc1CO)C2, CCOc1ccc2c(c1)C(O)C(NC(=O)c1ccccc1CO)C2, CC(=O)O. Yields the product CCOc1ccc2c(c1)C(O)C(N)C2. RXN SMILES: [CH2:1]([CH3:2])[O:3][c:4]1[cH:5][cH:6][c:7]2[c:11]([cH:12]1)[CH:10]([OH:13])[CH:9]([NH:14][C:15](=[O:16])[c:17]1[cH:18][cH:19][cH:20][cH:21][c:22]1[CH2:23][OH:24])[CH2:8]2.[CH2:25]([O:26][c:27]1[cH:28][c:29]2[c:30]([cH:46][cH:47]1)[CH2:31][CH:32]([NH:33][C:34](=[O:35])[c:36]1[cH:37][cH:38][cH:39][cH:40][c:41]1[CH2:42][OH:43])[CH:44]2[OH:45])[CH3:48].[CH3:49][C:50](=[O:51])[OH:52]>>[CH2:1]([CH3:2])[O:3][c:4]1[cH:5][cH:6][c:7]2[c:11]([cH:12]1)[CH:10]([OH:13])[CH:9]([NH2:14])[CH2:8]2. Starting materials: ClC1=C(C=C(CN2CCC(CC2)NC(C2=CC(=CC(=C2)OC)OCC(CO)O)=O)C=C1OCC)OCC (rac-N-[1-(4-Chloro-3,5-diethoxy-benzyl)-piperidin-4-yl]-3-(2,3-dihydroxy-propoxy)-5-methoxy-benzamide), C(C)OC1=C(C(=CC(=C1)C=O)OCC)C1=CC=C(C=C1)F (2,6-Diethoxy-4′-fluoro-biphenyl-4-carbaldehyde), C(#N)[BH3-].[Na+] (sodium cyanoborohydride), C(C)N(C(C)C)C(C)C (N-ethyl-diisopropylamine). The solvent is C(C)O (ethanol), C(C)(=O)O (acetic acid). Yields the product C(C)OC1=C(C(=CC(=C1)CN1CCC(CC1)NC(C1=CC(=CC(=C1)OC)OCC(CO)O)=O)OCC)C1=CC=C(C=C1)F (rac-N-[1-(2,6-Diethoxy-4′-fluoro-biphenyl-4-ylmethyl)-piperidin-4-yl]-3-(2,3-dihydroxy-propoxy)-5-methoxy-benzamide). RXN SMILES: Cl[C:2]1[C:31]([O:32][CH2:33][CH3:34])=[CH:30][C:5]([CH2:6][N:7]2[CH2:12][CH2:11][CH:10]([NH:13][C:14](=[O:29])[C:15]3[CH:20]=[C:19]([O:21][CH3:22])[CH:18]=[C:17]([O:23][CH2:24][CH:25]([OH:28])[CH2:26][OH:27])[CH:16]=3)[CH2:9][CH2:8]2)=[CH:4][C:3]=1[O:35][CH2:36][CH3:37].C(OC1C=C(C=O)C=C(OCC)C=1[C:52]1[CH:57]=[CH:56][C:55]([F:58])=[CH:54][CH:53]=1)C.C([BH3-])#N.[Na+].C(N(C(C)C)C(C)C)C>C(O)C.C(O)(=O)C>[CH2:36]([O:35][C:3]1[CH:4]=[C:5]([CH2:6][N:7]2[CH2:12][CH2:11][CH:10]([NH:13][C:14](=[O:29])[C:15]3[CH:20]=[C:19]([O:21][CH3:22])[CH:18]=[C:17]([O:23][CH2:24][CH:25]([OH:28])[CH2:26][OH:27])[CH:16]=3)[CH2:9][CH2:8]2)[CH:30]=[C:31]([O:32][CH2:33][CH3:34])[C:2]=1[C:52]1[CH:57]=[CH:56][C:55]([F:58])=[CH:54][CH:53]=1)[CH3:37] |f:2.3|. Procedure details: In analogy to the procedure described in example 50k), rac-3-(2,3-dihydroxy-propoxy)-5-methoxy-N-piperidin-4-yl-benzamide hydrochloride (example 248) was reacted with 2,6-diethoxy-4′-fluoro-biphenyl-4-carbaldehyde (example 102), sodium cyanoborohydride, N-ethyl-diisopropylamine and acetic acid in ethanol at 50° C. to yield the title compound as colorless solid. MS: 597.3 (MH+). The reactants are ClC=1C=C(C=CC1)CCCN(C(NC=1SC(=CN1)SCC(=O)O)=O)[C@@H]1CC[C@H](CC1)C ({2-[-3-[3-(3-chloro-phenyl)-propyl]-3-(trans-4-methyl-cyclohexyl)-ureido]-thiazol-5-ylsulfanyl}-acetic acid), FC1=CC=C(C=C1)CCC(=O)O (3-(4-fluoro-phenyl)-propanoic-acid), C(C)OC(CSC1=CN=C(S1)N)=O ((2-aminothiazol-5-ylsulfanyl)acetic acid ethyl ester). The product is FC1=CC=C(C=C1)CCCN(C(NC=1SC(=CN1)SCC(=O)O)=O)[C@@H]1CC[C@H](CC1)C ({2[-3-[3-(4-Fluoro-phenyl)-propyl]-3-(trans-4-methyl-cyclohexyl)-ureido]-thiazol-5-ylsulfanyl}-acetic acid). Reaction SMILES: Cl[C:2]1[CH:3]=[C:4]([CH2:8][CH2:9][CH2:10][N:11]([C@H:25]2[CH2:30][CH2:29][C@H:28]([CH3:31])[CH2:27][CH2:26]2)[C:12](=[O:24])[NH:13][C:14]2[S:15][C:16]([S:19][CH2:20][C:21]([OH:23])=[O:22])=[CH:17][N:18]=2)[CH:5]=[CH:6][CH:7]=1.[F:32]C1C=CC(CCC(O)=O)=CC=1.C(OC(=O)CSC1SC(N)=NC=1)C>>[F:32][C:7]1[CH:6]=[CH:5][C:4]([CH2:8][CH2:9][CH2:10][N:11]([C@H:25]2[CH2:30][CH2:29][C@H:28]([CH3:31])[CH2:27][CH2:26]2)[C:12](=[O:24])[NH:13][C:14]2[S:15][C:16]([S:19][CH2:20][C:21]([OH:23])=[O:22])=[CH:17][N:18]=2)=[CH:3][CH:2]=1. Procedure details: The compound was prepared following an analogous procedure to the one described for the synthesis of {2-[-3-[3-(3-chloro-phenyl)-propyl]-3-(trans-4-methyl-cyclohexyl)-ureido]-thiazol-5-ylsulfanyl}-acetic acid using 3-(4-fluoro-phenyl)-propanoic-acid and (2-aminothiazol-5-ylsulfanyl)acetic acid ethyl ester.